From a dataset of the Open Reaction Database (ORD), a public repository of structured organic reaction records. describe an organic reaction: reactants, conditions, products, and yield Starting materials: N#CC(O)c1ccc(F)c(Oc2ccccc2)c1, ClCCl, CN(C)c1ccncc1, CN(C)C=O, C(=NC1CCCCC1)=NC1CCCCC1, CC(C)C(C(=O)O)c1cc2ccccc2s1. The product is CC(C)C(C(=O)OC(C#N)c1ccc(F)c(Oc2ccccc2)c1)c1cc2ccccc2s1. As a reaction SMILES: [C:1](#[N:2])[CH:3]([c:4]1[cH:5][c:6]([O:11][c:12]2[cH:13][cH:14][cH:15][cH:16][cH:17]2)[c:7]([F:10])[cH:8][cH:9]1)[OH:18].[CH2:59]([Cl:60])[Cl:61].[CH3:50][N:51]([CH3:52])[c:53]1[cH:54][cH:55][n:56][cH:57][cH:58]1.[CH3:62][N:63]([CH3:64])[CH:65]=[O:66].[CH:35]1([N:36]=[C:37]=[N:38][CH:39]2[CH2:40][CH2:41][CH2:42][CH2:43][CH2:44]2)[CH2:45][CH2:46][CH2:47][CH2:48][CH2:49]1.[s:19]1[c:20]([CH:28]([C:29](=[O:30])[OH:31])[CH:32]([CH3:33])[CH3:34])[cH:21][c:22]2[c:23]1[cH:24][cH:25][cH:26][cH:27]2>>[C:1](#[N:2])[CH:3]([c:4]1[cH:5][c:6]([O:11][c:12]2[cH:13][cH:14][cH:15][cH:16][cH:17]2)[c:7]([F:10])[cH:8][cH:9]1)[O:18][C:29]([CH:28]([c:20]1[s:19][c:23]2[c:22]([cH:21]1)[cH:27][cH:26][cH:25][cH:24]2)[CH:32]([CH3:33])[CH3:34])=[O:30]. Starting materials: S(=O)(Cl)Cl (thionyl chloride), ClC1=C(CO)C(=CC=C1)C (2-chloro-6-methylbenzyl alcohol), C1(=CC=CC=C1)P(C1=CC=CC=C1)C1=CC=CC=C1 (triphenylphosphine). The reagents and catalysts are CN(C=O)C (dimethylformamide). Run in C1(=CC=CC=C1)C (toluene), C(C)#N (acetonitrile). Run at time 2 hour. Product: [Cl-].ClC1=C(C[P+](C2=CC=CC=C2)(C2=CC=CC=C2)C2=CC=CC=C2)C(=CC=C1)C ((2-chloro-6-methylbenzyl)(triphenyl)phosphonium chloride). Reaction SMILES: S(Cl)([Cl:3])=O.[Cl:5][C:6]1[CH:13]=[CH:12][CH:11]=[C:10]([CH3:14])[C:7]=1[CH2:8]O.[C:15]1([P:21]([C:28]2[CH:33]=[CH:32][CH:31]=[CH:30][CH:29]=2)[C:22]2[CH:27]=[CH:26][CH:25]=[CH:24][CH:23]=2)[CH:20]=[CH:19][CH:18]=[CH:17][CH:16]=1>CN(C)C=O.C1(C)C=CC=CC=1.C(#N)C>[Cl-:3].[Cl:5][C:6]1[CH:13]=[CH:12][CH:11]=[C:10]([CH3:14])[C:7]=1[CH2:8][P+:21]([C:22]1[CH:23]=[CH:24][CH:25]=[CH:26][CH:27]=1)([C:28]1[CH:33]=[CH:32][CH:31]=[CH:30][CH:29]=1)[C:15]1[CH:16]=[CH:17][CH:18]=[CH:19][CH:20]=1 |f:6.7|. Procedure: Under ice cooling, 5 drops of dimethylformamide and 0.75 ml of thionyl chloride were added to a solution of 1.24 g of 2-chloro-6-methylbenzyl alcohol in 15 ml of toluene. The mixture was stirred at ambient temperature for 2 hours. The reaction mixture was concentrated under reduced pressure and the residue was then azeotropically distilled with 5 ml of toluene 3 times to give an oil. The resulting oil was dissolved in 15 ml of acetonitrile, and 2.08 g of triphenylphosphine was added to the solut...